describe an organic reaction: reactants, conditions, products, and yield From a dataset of the Open Reaction Database (ORD), a public repository of structured organic reaction records. Starting materials: Cc1cc(Cl)nc(Cl)c1C(N)=O, O=N[O-], [Na+], O, O=S(=O)(O)O. Yields the product Cc1cc(Cl)nc(Cl)c1C(=O)O. Reaction SMILES: [Cl:5][c:6]1[c:7]([C:8](=[O:9])[NH2:10])[c:11]([CH3:16])[cH:12][c:13]([Cl:15])[n:14]1.[N:1](=[O:2])[O-:3].[Na+:4].[OH2:17].[S:18](=[O:19])(=[O:20])([OH:21])[OH:22]>>[OH:2][C:8]([c:7]1[c:6]([Cl:5])[n:14][c:13]([Cl:15])[cH:12][c:11]1[CH3:16])=[O:9]. Starting materials: FC(COC1=CC=C(C=C1)N1C(NC=C1)=O)(C(F)F)F (1-[4-(2,2,3,3-Tetrafluoropropoxy)phenyl]-2(1H,3H)-imidazolone), [H-].[Na+] (sodium hydride), FC1=C(C=CC=C1)C([C@H](C)OS(=O)(=O)C(F)(F)F)=O ((2S)-2'-fluoro-2-trifluoromethanesulfonyloxypropiophenone), C(C)(=O)O (acetic acid). Solvent: C(C)(=O)OCC (ethyl acetate), C(C)(C)OC(C)C (diisopropyl ether), CN1C(CCC1)=O (1-methyl-2-pyrrolidone), O1CCCC1 (tetrahydrofuran). Conditions: time 0.5 hour. Yields the product FC1=C(C=CC=C1)C([C@@H](C)N1C(N(C=C1)C1=CC=C(C=C1)OCC(C(F)F)(F)F)=O)=O (1-[(1R)-2-(2-fluorophenyl)-2-oxo-1-methylethyl]-3-[4-(2,2,3,3-tetrafluoropropoxy)phenyl]-2(1H,3H)-imidazolone). The yield is 37.2%. RXN SMILES: [F:1][C:2]([F:20])([CH:17]([F:19])[F:18])[CH2:3][O:4][C:5]1[CH:10]=[CH:9][C:8]([N:11]2[CH:15]=[CH:14][NH:13][C:12]2=[O:16])=[CH:7][CH:6]=1.[H-].[Na+].[F:23][C:24]1[CH:29]=[CH:28][CH:27]=[CH:26][C:25]=1[C:30](=[O:41])[C@@H:31](OS(C(F)(F)F)(=O)=O)[CH3:32].C(O)(=O)C>CN1CCCC1=O.O1CCCC1.C(OCC)(=O)C.C(OC(C)C)(C)C>[F:23][C:24]1[CH:29]=[CH:28][CH:27]=[CH:26][C:25]=1[C:30](=[O:41])[C@H:31]([N:13]1[CH:14]=[CH:15][N:11]([C:8]2[CH:9]=[CH:10][C:5]([O:4][CH2:3][C:2]([F:1])([F:20])[CH:17]([F:19])[F:18])=[CH:6][CH:7]=2)[C:12]1=[O:16])[CH3:32] |f:1.2|. Reported procedure: 1-[4-(2,2,3,3-Tetrafluoropropoxy)phenyl]-2(1H,3H)-imidazolone (4.6 g) was dissolved in 30 ml of 1-methyl-2-pyrrolidone, to which 0.6 g of 60% sodium hydride in oil was added. The mixture was stirred at room temperature for 0.5 hours. The reaction solution was ice-cooled and added dropwise under nitrogen atmosphere over the period of 5 minutes to a solution of 5.3 g of (2S)-2'-fluoro-2-trifluoromethanesulfonyloxypropiophenone in 50 ml of tetrahydrofuran which was cooled to -40° C. Then, the react... The reactants are CCOC(=O)C(C)Br, O=C([O-])[O-], ClCCl, Oc1ccc(Nc2nc(Cl)cc3ccccc23)cc1, [K+], [K+], CN(C)C=O. Yields the product CCOC(=O)C(C)Oc1ccc(Nc2nc(Cl)cc3ccccc23)cc1. RXN SMILES: [Br:1][CH:2]([C:3](=[O:4])[O:5][CH2:6][CH3:7])[CH3:8].[C:28](=[O:29])([O-:30])[O-:31].[Cl:39][CH2:40][Cl:41].[Cl:9][c:10]1[n:11][c:12]([NH:20][c:21]2[cH:22][cH:23][c:24]([OH:27])[cH:25][cH:26]2)[c:13]2[cH:14][cH:15][cH:16][cH:17][c:18]2[cH:19]1.[K+:32].[K+:33].[O:34]=[CH:35][N:36]([CH3:37])[CH3:38]>>[CH:2]([C:3](=[O:4])[O:5][CH2:6][CH3:7])([CH3:8])[O:27][c:24]1[cH:23][cH:22][c:21]([NH:20][c:12]2[n:11][c:10]([Cl:9])[cH:19][c:18]3[c:13]2[cH:14][cH:15][cH:16][cH:17]3)[cH:26][cH:25]1. The reactants are [Si](C)(C)(C(C)(C)C)OC[C@H](C(=C)C)N ((S)-1-(tert-butyldimethylsilyloxy)-3-methylbut-3-en-2-amine), [Si](C)(C)(C(C)(C)C)OC[C@H](C(=C)C)N ((S)-1-(tert-butyldimethylsilyloxy)-3-methylbut-3-en-2-amine), BrCC(=O)N(C)OC (2-bromo-N-methoxy-N-methylacetamide), BrCC(=O)N(C)OC (2-bromo-N-methoxy-N-methylacetamide), [Si](C)(C)(C(C)(C)C)OC[C@H](C=C)N(C(OC(C)(C)C)=O)CC(=O)N(C)OC ((S)-tert-butyl 1-(tert-butyldimethylsilyloxy)but-3-en-2-yl(2-(methoxy(methyl)amino)-2-oxoethyl)carbamate). The product is ethyl acetate hexanes, [Si](C)(C)(C(C)(C)C)OC[C@H](C(=C)C)N(C(OC(C)(C)C)=O)CC(=O)N(C)OC ((S)-tert-butyl 1-(tert-butyldimethylsilyloxy)-3-methylbut-3-en-2-yl(2-(methoxy(methyl)amino)-2-oxoethyl)carbamate). Yield: 39.0%. RXN SMILES: [Si](OC[C@@H](N)C(C)=C)(C(C)(C)C)(C)[CH3:2].BrCC(N(OC)C)=O.[Si:23]([O:30][CH2:31][C@@H:32]([N:35]([CH2:43][C:44]([N:46]([O:48][CH3:49])[CH3:47])=[O:45])[C:36](=[O:42])[O:37][C:38]([CH3:41])([CH3:40])[CH3:39])[CH:33]=[CH2:34])([C:26]([CH3:29])([CH3:28])[CH3:27])([CH3:25])[CH3:24]>>[Si:23]([O:30][CH2:31][C@@H:32]([N:35]([CH2:43][C:44]([N:46]([O:48][CH3:49])[CH3:47])=[O:45])[C:36](=[O:42])[O:37][C:38]([CH3:39])([CH3:40])[CH3:41])[C:33]([CH3:2])=[CH2:34])([C:26]([CH3:27])([CH3:28])[CH3:29])([CH3:24])[CH3:25]. Procedure details: The title compound was prepared from (S)-1-(tert-butyldimethylsilyloxy)-3-methylbut-3-en-2-amine (Intermediate 187, 5.57 g, 25.86 mmol) and 2-bromo-N-methoxy-N-methylacetamide (Intermediate 4, 4.28 g, 23.53 mmol) following the procedure described for Intermediate 5. Silica gel chromatography (0%-20% ethyl acetate/hexanes) afforded the desired product as a colorless oil (4.24 g, 39%). Starting materials: COC(=O)c1nc(N(Cc2ccccc2)Cc2ccccc2)ccc1Br, C=CC(=O)OC, CC(=O)[O-], CC(=O)[O-], CN(C)C=O, CCOCC, [Pd+2], c1ccc(P(c2ccccc2)c2ccccc2)cc1. Yields the product COC(=O)C=Cc1ccc(N(Cc2ccccc2)Cc2ccccc2)nc1C(=O)OC. As a reaction SMILES: [Br:1][c:2]1[c:3]([C:23](=[O:24])[O:25][CH3:26])[n:4][c:5]([N:8]([CH2:9][c:10]2[cH:11][cH:12][cH:13][cH:14][cH:15]2)[CH2:16][c:17]2[cH:18][cH:19][cH:20][cH:21][cH:22]2)[cH:6][cH:7]1.[C:46]([CH:47]=[CH2:48])(=[O:49])[O:50][CH3:51].[C:62]([O-:63])(=[O:64])[CH3:65].[C:67]([O-:68])(=[O:69])[CH3:70].[CH3:52][N:53]([CH3:54])[CH:55]=[O:56].[CH3:57][CH2:58][O:59][CH2:60][CH3:61].[Pd+2:66].[c:27]1([P:28]([c:29]2[cH:30][cH:31][cH:32][cH:33][cH:34]2)[c:35]2[cH:36][cH:37][cH:38][cH:39][cH:40]2)[cH:41][cH:42][cH:43][cH:44][cH:45]1>>[c:2]1([CH:48]=[CH:47][C:46](=[O:49])[O:50][CH3:51])[c:3]([C:23](=[O:24])[O:25][CH3:26])[n:4][c:5]([N:8]([CH2:9][c:10]2[cH:11][cH:12][cH:13][cH:14][cH:15]2)[CH2:16][c:17]2[cH:18][cH:19][cH:20][cH:21][cH:22]2)[cH:6][cH:7]1. Starting materials: O=C(CCC(=O)O)C1=CC=CC=C1 (4-oxo-4-phenylbutyric acid), Cl.NO (hydroxylamine hydrochloride), C(C)(=O)[O-].[Na+] (sodium acetate), O (water), resultant precipitate. Run in CCO (EtOH). Reaction conditions: temperature 80 celsius. The product is N(O)=C(CCC(=O)O)C1=CC=CC=C1 (4-Hydroximino-4-phenylbutyric acid). RXN SMILES: O=[C:2]([C:8]1[CH:13]=[CH:12][CH:11]=[CH:10][CH:9]=1)[CH2:3][CH2:4][C:5]([OH:7])=[O:6].Cl.[NH2:15][OH:16].C([O-])(=O)C.[Na+].O>CCO>[N:15](=[C:2]([C:8]1[CH:13]=[CH:12][CH:11]=[CH:10][CH:9]=1)[CH2:3][CH2:4][C:5]([OH:7])=[O:6])[OH:16] |f:1.2,3.4|. Reported procedure: To a solution of 4-oxo-4-phenylbutyric acid (1.0 g, 5.3 mmol) in 50 mL of EtOH was added hydroxylamine hydrochloride (742 mg, 11 mmol) and sodium acetate (1.8 g, 21 mmol). The reaction flask was heated at 80° C. for 4 h and was then cooled to room temperature. Addition of water and filtration of the resultant precipitate afforded, after recrystallization (10:1 chloroform:hexane), 620 mg (60%) of the title compound. Reactants: C1COCCN1, CS(C)=O, O=C(c1ccc(Oc2nccnc2Cl)cc1)c1nc2ccccc2[nH]1. Product: O=C(c1ccc(Oc2nccnc2N2CCOCC2)cc1)c1nc2ccccc2[nH]1. As a reaction SMILES: [CH2:26]1[CH2:27][O:28][CH2:29][CH2:30][NH:31]1.[CH3:32][S:33]([CH3:34])=[O:35].[nH:1]1[c:2]([C:10](=[O:11])[c:12]2[cH:13][cH:14][c:15]([O:18][c:19]3[n:20][cH:21][cH:22][n:23][c:24]3[Cl:25])[cH:16][cH:17]2)[n:3][c:4]2[c:5]1[cH:6][cH:7][cH:8][cH:9]2>>[nH:1]1[c:2]([C:10](=[O:11])[c:12]2[cH:13][cH:14][c:15]([O:18][c:19]3[n:20][cH:21][cH:22][n:23][c:24]3[N:31]3[CH2:26][CH2:27][O:28][CH2:29][CH2:30]3)[cH:16][cH:17]2)[n:3][c:4]2[c:5]1[cH:6][cH:7][cH:8][cH:9]2. The reactants are N1=CC=CC2=CC=C(C=C12)OC1=CC(=NC=N1)C1=C(C=C(C=C1)C(F)(F)F)N (2-[6-(Quinolin-7-yloxy)-pyrimidin-4-yl]-5-trifluoromethyl-phenylamine), C(C)(=O)OC(C)=O (acetic anhydride), C(=O)(O)[O-].[Na+] (NaHCO3), O (H2O). The solvent is ClCCCl (1,2-dichloroethane). Run at time 18 hour. Product: N1=CC=CC2=CC=C(C=C12)OC1=CC(=NC=N1)C1=C(C=C(C=C1)C(F)(F)F)NC(C)=O (N-{2-[6-(Quinolin-7-yloxy)-pyrimidin-4-yl]-5-trifluoromethyl-phenyl}-acetamide). RXN SMILES: [N:1]1[C:10]2[C:5](=[CH:6][CH:7]=[C:8]([O:11][C:12]3[N:17]=[CH:16][N:15]=[C:14]([C:18]4[CH:23]=[CH:22][C:21]([C:24]([F:27])([F:26])[F:25])=[CH:20][C:19]=4[NH2:28])[CH:13]=3)[CH:9]=2)[CH:4]=[CH:3][CH:2]=1.[C:29](OC(=O)C)(=[O:31])[CH3:30].C([O-])(O)=O.[Na+].O>ClCCCl>[N:1]1[C:10]2[C:5](=[CH:6][CH:7]=[C:8]([O:11][C:12]3[N:17]=[CH:16][N:15]=[C:14]([C:18]4[CH:23]=[CH:22][C:21]([C:24]([F:25])([F:27])[F:26])=[CH:20][C:19]=4[NH:28][C:29](=[O:31])[CH3:30])[CH:13]=3)[CH:9]=2)[CH:4]=[CH:3][CH:2]=1 |f:2.3|. Procedure: To a solution of 2-[6-(quinolin-7-yloxy)-pyrimidin-4-yl]-5-trifluoromethyl-phenylamine, (Example 163), (0.25 g, 0.65 mmol) in 1,2-dichloroethane (6.5 mL) was added acetic anhydride (0.15 mL, 1.6 mmol). The mixture was stirred at room temperature for 18 h and then treated with satd NaHCO3 and H2O. The mixture was extracted with EtOAc (2×75 mL) and the combined extracts were washed with H2O (75 mL) and brine (75 mL), dried over Na2SO4, filtered, and concentrated onto silica gel. Purification by si... The reactants are C(C)N(C(C)C)C(C)C (N-Ethyl-diisopropylamine), ClC1=C(C=CC=C1Cl)S(=O)(=O)Cl (2,3-dichlorobenzene-1-sulfonyl chloride), ice, Cl.COC(=O)C=1C=C2[C@@H](CCC2=CC1)N ((3R)-3-amino-2,3-dihydro-1H-indene-5-carboxylic acid methyl ester hydrochloride). Run in C(Cl)Cl (methylene chloride), C(C)(=O)OCC (ethyl acetate). Conditions: time 3 hour. Product: ClC1=C(C=CC=C1Cl)S(=O)(=O)N[C@@H]1CCC2=CC=C(C=C12)C(=O)OC ((R)-Methyl 3-(2,3-dichlorophenylsulfonamido)-2,3-dihydro-1H-indene-5-carboxylate). Isolated yield 97.0%. As a reaction SMILES: C(N(C(C)C)C(C)C)C.[Cl:10][C:11]1[C:16]([Cl:17])=[CH:15][CH:14]=[CH:13][C:12]=1[S:18](Cl)(=[O:20])=[O:19].Cl.[CH3:23][O:24][C:25]([C:27]1[CH:28]=[C:29]2[C:33](=[CH:34][CH:35]=1)[CH2:32][CH2:31][C@H:30]2[NH2:36])=[O:26]>C(Cl)Cl.C(OCC)(=O)C>[Cl:10][C:11]1[C:16]([Cl:17])=[CH:15][CH:14]=[CH:13][C:12]=1[S:18]([NH:36][C@H:30]1[C:29]2[C:33](=[CH:34][CH:35]=[C:27]([C:25]([O:24][CH3:23])=[O:26])[CH:28]=2)[CH2:32][CH2:31]1)(=[O:20])=[O:19] |f:2.3|. Procedure details: N-Ethyl-diisopropylamine (2.5 eq.) and 2,3-dichlorobenzene-1-sulfonyl chloride (1.2 eq.) were added to an ice-cold solution of (3R)-3-amino-2,3-dihydro-1H-indene-5-carboxylic acid methyl ester hydrochloride (A-03 HCl) (0.88 mmol, 1 eq.) in methylene chloride at 0° C. under an inert atmosphere. The mixture was then stirred at room temperature for 3 h. The reaction mixture was diluted with ethyl acetate and the organic phase was washed with 10% NH4Cl solution, sat. NaHCO3 solution and sat. NaCl so...